The task is: describe an organic reaction: reactants, conditions, products, and yield. This data is from the Open Reaction Database (ORD), a public repository of structured organic reaction records. Starting materials: CCOC(=O)C(CC1CCCC1)c1ccc(SC)c(Cl)c1, CCO, Cl, [K+], [OH-]. Yields the product CSc1ccc(C(CC2CCCC2)C(=O)O)cc1Cl. RXN SMILES: [CH2:1]([CH3:2])[O:3][C:4]([CH:5]([CH2:6][CH:7]1[CH2:8][CH2:9][CH2:10][CH2:11]1)[c:12]1[cH:13][c:14]([Cl:20])[c:15]([S:18][CH3:19])[cH:16][cH:17]1)=[O:21].[CH3:25][CH2:26][OH:27].[ClH:24].[K+:23].[OH-:22]>>[O:3]=[C:4]([CH:5]([CH2:6][CH:7]1[CH2:8][CH2:9][CH2:10][CH2:11]1)[c:12]1[cH:13][c:14]([Cl:20])[c:15]([S:18][CH3:19])[cH:16][cH:17]1)[OH:21]. Starting materials: C(=O)(O)C1=CC2=C(S1)SC(=C2)C(=O)C=2C=C(C=CC2)C(C(=O)O)C (2-{3-(5-Carboxy-thieno[2,3-b]thien-2-yl)carbonyl-phenyl}propionic acid), C (charcoal). Reagents/catalysts: [Cu] (copper), [Cu] (copper). The solvent is C(Cl)Cl (methylene chloride), C1(=CC=CC=C1)OC1=CC=CC=C1 (diphenyl ether). Reaction conditions: temperature 250 celsius. Product: S1C(=CC2=C1SC=C2)C(=O)C=2C=C(C=CC2)C(C(=O)O)C (2-{3-(thieno[2,3-b]thien-2-yl)carbonyl-phenyl}propionic acid). Yield: 61.0%. Reaction SMILES: C([C:4]1[S:8][C:7]2[S:9][C:10]([C:12]([C:14]3[CH:15]=[C:16]([CH:20]([CH3:24])[C:21]([OH:23])=[O:22])[CH:17]=[CH:18][CH:19]=3)=[O:13])=[CH:11][C:6]=2[CH:5]=1)(O)=O.C>C1(OC2C=CC=CC=2)C=CC=CC=1.C(Cl)Cl.[Cu]>[S:9]1[C:7]2[S:8][CH:4]=[CH:5][C:6]=2[CH:11]=[C:10]1[C:12]([C:14]1[CH:15]=[C:16]([CH:20]([CH3:24])[C:21]([OH:23])=[O:22])[CH:17]=[CH:18][CH:19]=1)=[O:13]. Procedure details: 2-{3-(5-Carboxy-thieno[2,3-b]thien-2-yl)carbonyl-phenyl}propionic acid (14 g), copper powder (1.5 g) and copper turnings (1.5 g) are suspended in diphenyl ether (60 cc) and heated at 250° C. for 30 minutes. After cooling, the reaction mixture is diluted with methylene chloride (100 cc), decolourizing charcoal (1 g) is added and the mixture is filtered. The filtrate is extracted three times with a 10% (w/v) aqueous solution of sodium carbonate (total 150 cc), and then washed twice with distilled ... Reactants: C(C)N(CCN(C(CCOCCC1=CC=CC2=CC=CC=C12)=O)CC(OC)OC)CC (N-[2-(diethylamino)ethyl]-N-(2,2-dimethoxyethyl)-3-[2-(1-naphthyl)ethoxy]propanamide), FC(C(=O)O)(F)F (trifluoroacetic acid). Run in C(Cl)Cl (DCM). Conditions: time 1 hour. Yields the product C(C)N(CCN(C(CCOCCC1=CC=CC2=CC=CC=C12)=O)CC=O)CC (N-[2-(Diethylamino)ethyl]-3-[2-(1-naphthyl)ethoxy]-N-(2-oxoethyl)propanamide). As a reaction SMILES: [CH2:1]([N:3]([CH2:30][CH3:31])[CH2:4][CH2:5][N:6]([CH2:24][CH:25](OC)[O:26]C)[C:7](=[O:23])[CH2:8][CH2:9][O:10][CH2:11][CH2:12][C:13]1[C:22]2[C:17](=[CH:18][CH:19]=[CH:20][CH:21]=2)[CH:16]=[CH:15][CH:14]=1)[CH3:2].FC(F)(F)C(O)=O>C(Cl)Cl>[CH2:30]([N:3]([CH2:1][CH3:2])[CH2:4][CH2:5][N:6]([CH2:24][CH:25]=[O:26])[C:7](=[O:23])[CH2:8][CH2:9][O:10][CH2:11][CH2:12][C:13]1[C:22]2[C:17](=[CH:18][CH:19]=[CH:20][CH:21]=2)[CH:16]=[CH:15][CH:14]=1)[CH3:31]. Reported procedure: A solution of N-[2-(diethylamino)ethyl]-N-(2,2-dimethoxyethyl)-3-[2-(1-naphthyl)ethoxy]propanamide (93 g) in DCM (270 mL) was treated dropwise at 0° C. with trifluoroacetic acid (270 mL) over 1.5 hours. After the addition the reaction mixture was allowed to warm to room temperature and stirred for a further 1 hour. The reaction mixture was concentrated and the residue poured into aqueous saturated sodium bicarbonate solution (1800 mL, caution). The aqueous mixture was extracted with DCM (4×400 m... Starting materials: ClC1=NC2=CC=CC=C2C(=C1)OCC (2-chloro-4-ethoxyquinoline), NCCCN (1,3-diaminopropane). Reaction conditions: temperature 60 celsius, time 48 hour. Product: NCCCNC1=NC2=CC=CC=C2C(=C1)OCC (2-(3-Aminoprop-1-ylamino)-4-ethoxyquinoline). Isolated yield 76.8%. As a reaction SMILES: Cl[C:2]1[CH:11]=[C:10]([O:12][CH2:13][CH3:14])[C:9]2[C:4](=[CH:5][CH:6]=[CH:7][CH:8]=2)[N:3]=1.[NH2:15][CH2:16][CH2:17][CH2:18][NH2:19]>>[NH2:15][CH2:16][CH2:17][CH2:18][NH:19][C:2]1[CH:11]=[C:10]([O:12][CH2:13][CH3:14])[C:9]2[C:4](=[CH:5][CH:6]=[CH:7][CH:8]=2)[N:3]=1. Procedure: To 2-chloro-4-ethoxyquinoline (J. Chem. Soc. Perkin Trans. 1, 1993, 181; 323 mg, 1.56 mmol) was added 1,3-diaminopropane (3.9 ml, 47 mmol). The mixture was stirred under argon at 60° C. for 48 h. Excess diamine was removed in vacuo to leave a cream residue which was purified by flash chromatography on silica gel eluting with 6% (9:1 MeOH/NH3) in DCM to give the title compound as a white solid (294 mg, 77%): δH (CD3OD) 1.49 (3H, t), 1.79 (2H, m), 2.74 (2H, t), 3.51 (2H, t), 4.13 (2H, q), 6.09 (1H... Starting materials: ClCCl, OCCO, CC(CC=O)c1c[nH]c2ccccc12. Yields the product CC(CC1OCCO1)c1c[nH]c2ccccc12. RXN SMILES: [Cl:19][CH2:20][Cl:21].[OH:15][CH2:16][CH2:17][OH:18].[nH:1]1[cH:2][c:3]([CH:10]([CH2:11][CH:12]=[O:13])[CH3:14])[c:4]2[cH:5][cH:6][cH:7][cH:8][c:9]12>>[nH:1]1[cH:2][c:3]([CH:10]([CH2:11][CH:12]2[O:13][CH2:17][CH2:16][O:15]2)[CH3:14])[c:4]2[cH:5][cH:6][cH:7][cH:8][c:9]12. RXN SMILES: [CH3:1][N:2]([CH3:18])[CH2:3][CH2:4][N:5]1[CH2:10][CH2:9][C:8]2[NH:11][C:12]([CH:15]=O)=[C:13]([CH3:14])[C:7]=2[C:6]1=[O:17].[O:19]=[C:20]1[CH2:28][C:27]2[C:22](=[CH:23][CH:24]=[C:25]([NH:29][CH:30]=[O:31])[CH:26]=2)[NH:21]1>>[CH3:1][N:2]([CH3:18])[CH2:3][CH2:4][N:5]1[CH2:10][CH2:9][C:8]2[NH:11][C:12]([CH:15]=[C:28]3[C:27]4[C:22](=[CH:23][CH:24]=[C:25]([NH:29][CH:30]=[O:31])[CH:26]=4)[NH:21][C:20]3=[O:19])=[C:13]([CH3:14])[C:7]=2[C:6]1=[O:17]. Product: CN(CCN1C(C2=C(CC1)NC(=C2C)C=C2C(NC1=CC=C(C=C21)NC=O)=O)=O)C (N-{3-[5-(2-dimethylamino-ethyl)-3-methyl-4-oxo-4,5,6,7-tetrahydro-1H-pyrrolo[3,2-c]pyridin-2-ylmethylene]-2-oxo-2,3-dihydro-1H-indol-5-yl}-formamide). The reactants are CN(CCN1C(C2=C(CC1)NC(=C2C)C=O)=O)C (5-(2-dimethylamino-ethyl)-3-methyl-4-oxo-4,5,6,7-tetrahydro-1H-pyrrolo[3,2-c]pyridine-2-carbaldehyde), O=C1NC2=CC=C(C=C2C1)NC=O (N-(2-oxo-2,3-dihydro-1H-indol-5-yl)-formamide). Procedure: The title compound was prepared under the same conditions as described in Example 112 with 5-(2-dimethylamino-ethyl)-3-methyl-4-oxo-4,5,6,7-tetrahydro-1H-pyrrolo[3,2-c]pyridine-2-carbaldehyde and N-(2-oxo-2,3-dihydro-1H-indol-5-yl)-formamide as starting materials to give N-{3-[5-(2-dimethylamino-ethyl)-3-methyl-4-oxo-4,5,6,7-tetrahydro-1H-pyrrolo[3,2-c]pyridin-2-ylmethylene]-2-oxo-2,3-dihydro-1H-indol-5-yl}-formamide (43 mg, 69.3%) as a yellow solid. Yield: 69.3%. Starting materials: C(C)(=O)OC(C)=O (acetic anhydride), BrC=1C=C(C=NC1Cl)N (5-bromo-6-chloropyridin-3-amine), F[B-](F)(F)F.[H+] (tetrafluoroboric acid), N(=O)[O-].[Na+] (sodium nitrite). The solvent is O (water), CCOC(=O)C (EtOAc). Run at temperature 0 celsius, time 1 hour. The product is C(C)(=O)OC=1C=NC(=C(C1)Br)Cl (5-bromo-6-chloropyridin-3-yl acetate). RXN SMILES: [Br:1][C:2]1[CH:3]=[C:4](N)[CH:5]=[N:6][C:7]=1[Cl:8].F[B-](F)(F)F.[H+].N([O-])=O.[Na+].[C:20]([O:23]C(=O)C)(=[O:22])[CH3:21]>O.CCOC(C)=O>[C:20]([O:23][C:4]1[CH:5]=[N:6][C:7]([Cl:8])=[C:2]([Br:1])[CH:3]=1)(=[O:22])[CH3:21] |f:1.2,3.4|. Reported procedure: To a stirred mixture of 5-bromo-6-chloropyridin-3-amine (7.57 g, 36.5 mmol) in tetrafluoroboric acid (70 mL, 536 mmol, 48 wt. % solution in water) at 0° C. was added sodium nitrite (2.64 g, 38.3 mmol) in water (70 mL) slowly over 10 min. The reaction mixture was stirred at 0° C. for 1 h. The reaction mixture was filtered and washed with water. The resulting solid was dissolved in acetic anhydride (70 mL, 742 mmol) and stirred at 70° C. for 1 h. The reaction mixture was cooled to room temperature... Reactants: S1N=C(C2=C1C=CC=C2)NCCNC(=O)C2CNCCC2 (N-(2-(Benzo[d]isothiazol-3-ylamino)ethyl)piperidine-3-carboxamide), C(C)(C)N(CC)C(C)C (diisopropylethylamine), ClC=1C=C(C(=O)Cl)C=C(C1)Cl (3,5-dichlorobenzoyl chloride). Run in ClCCl (dichloromethane), ClCCl (dichloromethane). Reaction conditions: time 8 hour. The product is S1N=C(C2=C1C=CC=C2)NCCNC(=O)C2CN(CCC2)C(C2=CC(=CC(=C2)Cl)Cl)=O (N-(2-(benzo[d]isothiazol-3-ylamino)ethyl)-1-(3,5-dichlorobenzoyl)piperidine-3-carboxamide). Isolated yield 20.1%. As a reaction SMILES: [S:1]1[C:5]2[CH:6]=[CH:7][CH:8]=[CH:9][C:4]=2[C:3]([NH:10][CH2:11][CH2:12][NH:13][C:14]([CH:16]2[CH2:21][CH2:20][CH2:19][NH:18][CH2:17]2)=[O:15])=[N:2]1.C(N(C(C)C)CC)(C)C.[Cl:31][C:32]1[CH:33]=[C:34]([CH:38]=[C:39]([Cl:41])[CH:40]=1)[C:35](Cl)=[O:36]>ClCCl>[S:1]1[C:5]2[CH:6]=[CH:7][CH:8]=[CH:9][C:4]=2[C:3]([NH:10][CH2:11][CH2:12][NH:13][C:14]([CH:16]2[CH2:21][CH2:20][CH2:19][N:18]([C:35](=[O:36])[C:34]3[CH:33]=[C:32]([Cl:31])[CH:40]=[C:39]([Cl:41])[CH:38]=3)[CH2:17]2)=[O:15])=[N:2]1. Reported procedure: N-(2-(Benzo[d]isothiazol-3-ylamino)ethyl)piperidine-3-carboxamide (75 mg, 0.24 mmol) was dissolved in anhydrous dichloromethane (5 mL) with diisopropylethylamine (38 μL, 0.27 mmol). The solution was cooled on an ice-water bath and then a solution of 3,5-dichlorobenzoyl chloride (57 mg, 0.27 mmol) in dichloromethane (0.5 mL) was added dropwise. The reaction mixture was allowed to stir overnight while warming to room temperature. The solution was washed with saturated sodium bicarbonate solution a... Starting materials: FC1=NC=CC=C1 (2-fluoropyridine), FC1(C(N(CC1=C)C(=O)OC(C)(C)C)=O)F (tert-butyl 3,3-difluoro-4-methylene-2-oxopyrrolidine-1-carboxylate), [Cl-].[NH4+] (ammonium chloride), C(C)(C)NC(C)C (diisopropylamine), C(CCC)[Li] (n-butyllithium). The solvent is O1CCCC1 (tetrahydrofuran), O1CCCC1 (tetrahydrofuran), O1CCCC1 (tetrahydrofuran), CCCCCC (hexane). Conditions: time 15 minute. Product: FC1(C(N(CC1=C)C(=O)OC(C)(C)C)(O)C=1C(=NC=CC1)F)F (tert-butyl 3,3-difluoro-2-(2-fluoropyridin-3-yl)-2-hydroxy-4-methylenepyrrolidine-1-carboxylate). Yield: 66.9%. As a reaction SMILES: C(NC(C)C)(C)C.C([Li])CCC.[F:13][C:14]1[CH:19]=[CH:18][CH:17]=[CH:16][N:15]=1.[F:20][C:21]1([F:35])[C:25](=[CH2:26])[CH2:24][N:23]([C:27]([O:29][C:30]([CH3:33])([CH3:32])[CH3:31])=[O:28])[C:22]1=[O:34].[Cl-].[NH4+]>O1CCCC1.CCCCCC>[F:35][C:21]1([F:20])[C:25](=[CH2:26])[CH2:24][N:23]([C:27]([O:29][C:30]([CH3:31])([CH3:33])[CH3:32])=[O:28])[C:22]1([C:19]1[C:14]([F:13])=[N:15][CH:16]=[CH:17][CH:18]=1)[OH:34] |f:4.5|. Procedure: Under a nitrogen atmosphere, to a solution of diisopropylamine (23.9 g) in anhydrous tetrahydrofuran (175 mL) was added dropwise a 1.61 mol/L hexane solution (136 mL) of n-butyllithium at −78° C., and the mixture was stirred at the same temperature for 15 min. To the obtained solution was added dropwise a solution of 2-fluoropyridine (21.9 g) in anhydrous tetrahydrofuran (25 mL) at the same temperature over 30 min, and the mixture was stirred for 2 hr. To the obtained suspension was added dropwi...